Dataset: the Open Reaction Database (ORD), a public repository of structured organic reaction records. Task: describe an organic reaction: reactants, conditions, products, and yield Starting materials: C(C1=CC=CC=C1)N1CCC(CC1)/C=C/C(=O)C1=CC=C(C=C1)[N+](=O)[O-] ((E)-4-[3-(1-benzylpiperidin-4-yl)propenoyl]nitrobenzene), C(C)O (ethanol), [H][H] (hydrogen). Reagents/catalysts: [Pt]=O (platinum oxide). Solvent: C(C)(=O)O (acetic acid). Product: C(C1=CC=CC=C1)N1CCC(CC1)CCC(=O)C1=CC=C(N)C=C1 (4-[3-(1-benzylpiperidin-4-yl)propanoyl]aniline). Yield: 37.5%. RXN SMILES: [CH2:1]([N:8]1[CH2:13][CH2:12][CH:11](/[CH:14]=[CH:15]/[C:16]([C:18]2[CH:23]=[CH:22][C:21]([N+:24]([O-])=O)=[CH:20][CH:19]=2)=[O:17])[CH2:10][CH2:9]1)[C:2]1[CH:7]=[CH:6][CH:5]=[CH:4][CH:3]=1.C(O)C.[H][H]>[Pt]=O.C(O)(=O)C>[CH2:1]([N:8]1[CH2:13][CH2:12][CH:11]([CH2:14][CH2:15][C:16]([C:18]2[CH:19]=[CH:20][C:21]([NH2:24])=[CH:22][CH:23]=2)=[O:17])[CH2:10][CH2:9]1)[C:2]1[CH:3]=[CH:4][CH:5]=[CH:6][CH:7]=1. Reported procedure: 2.00 g of (E)-4-[3-(1-benzylpiperidin-4-yl)propenoyl]nitrobenzene was added to a mixed solvent of 30 ml of ethanol and 5 ml of acetic acid, and then 0.20 g of platinum oxide was added thereto. Thereafter, the mixture was stirred in a hydrogen stream at room temperature for 7.5 hours. After the reaction, the catalyst was removed by filtration, and the filtrate was condensed under reduced pressure. The obtained residue was applied to silica gel column chromatography to obtain 0.69 g of the title c... The reactants are ClC1=CC=C(C=C1)C1CC12C(NC1=CC=CC=C21)=O (2-(4-chlorophenyl)spiro[cyclopropane-1,3′-indolin]-2′-one), COC(C1=CC(=CC=C1)CBr)=O (3-bromomethyl-benzoic acid methyl ester), CS(=O)(=O)N (methylsulfonamide), 1S, 2R, 481.2. Product: ClC1=CC=C(C=C1)[C@H]1C[C@]12C(N(C1=CC=CC=C21)CC=2C=C(C(=O)NS(=O)(=O)C)C=CC2)=O ((1S,2R)-3-((2-(4-chlorophenyl)-2′-oxospiro[cyclopropane-1,3′-indoline]-1′-yl)methyl)-N-(methylsulfonyl)benzamide). As a reaction SMILES: CO[C:3](=[O:12])[C:4]1[CH:9]=[CH:8][CH:7]=[C:6]([CH2:10]Br)[CH:5]=1.[CH3:13][S:14]([NH2:17])(=[O:16])=[O:15].[Cl:18][C:19]1[CH:24]=[CH:23][C:22]([CH:25]2[C:27]3([C:35]4[C:30](=[CH:31][CH:32]=[CH:33][CH:34]=4)[NH:29][C:28]3=[O:36])[CH2:26]2)=[CH:21][CH:20]=1>>[Cl:18][C:19]1[CH:20]=[CH:21][C:22]([C@@H:25]2[C@:27]3([C:35]4[C:30](=[CH:31][CH:32]=[CH:33][CH:34]=4)[N:29]([CH2:10][C:6]4[CH:5]=[C:4]([CH:9]=[CH:8][CH:7]=4)[C:3]([NH:17][S:14]([CH3:13])(=[O:16])=[O:15])=[O:12])[C:28]3=[O:36])[CH2:26]2)=[CH:23][CH:24]=1. Procedure: The title compound was prepared in analogy to Example 60 starting from 3-bromomethyl-benzoic acid methyl ester, methylsulfonamide (commercially available), (1R,2S) and 1S, 2R)-2-(4-chlorophenyl)spiro[cyclopropane-1,3′-indolin]-2′-one prepared as in Scheme 1. LC/MS m/e calcd. for C25H21ClN2O4S: 480, observed (M+H)+: 481.2 1HNMR (400 MHz, DMSO-d6) δppm 2.08-2.18 (m, 1 H) 2.35-2.42 (m, 1 H) 2.92 (s, 3 H) 3.13-3.25 (m, 2 H) 4.95-5.13 (m, 2 H) 6.15 (d, 1 H) 6.70 (t, 1 H) 6.87 (d, 1 H) 7.02-7.10 (m, 2... Reactants: C(C)NCC (diethyl amine), Cl.CN(C/C=C/C(=O)O)C ((E)-4-(dimethylamino)but-2-enoic acid hydrochloride), CC1=CNC2=NC=C(C=C21)C=2C=C(N)C=CC2 (3-(3-methyl-1H-pyrrolo[2,3-b]pyridin-5-yl)aniline), CCN=C=NCCCN(C)C.Cl (EDC.HCl). The solvent is C1CCOC1.CN(C)C=O (THF DMF), O (water). Conditions: time 8 hour. Yields the product CN(C/C=C/C(=O)NC1=CC(=CC=C1)C=1C=C2C(=NC1)NC=C2C)C ((E)-4-(dimethylamino)-N-(3-(3-methyl-1H-pyrrolo[2,3-b]pyridin-5-yl)phenyl)but-2-enamide). RXN SMILES: [CH3:1][C:2]1[C:10]2[C:5](=[N:6][CH:7]=[C:8]([C:11]3[CH:12]=[C:13]([CH:15]=[CH:16][CH:17]=3)[NH2:14])[CH:9]=2)[NH:4][CH:3]=1.C(NCC)C.CCN=C=NCCCN(C)C.Cl.Cl.[CH3:36][N:37]([CH3:44])[CH2:38]/[CH:39]=[CH:40]/[C:41](O)=[O:42]>C1COCC1.CN(C=O)C.O>[CH3:36][N:37]([CH3:44])[CH2:38]/[CH:39]=[CH:40]/[C:41]([NH:14][C:13]1[CH:15]=[CH:16][CH:17]=[C:11]([C:8]2[CH:9]=[C:10]3[C:2]([CH3:1])=[CH:3][NH:4][C:5]3=[N:6][CH:7]=2)[CH:12]=1)=[O:42] |f:2.3,4.5,6.7|. Procedure details: A solution of 3-(3-methyl-1H-pyrrolo[2,3-b]pyridin-5-yl)aniline 24 (100 mg 0.449 mmol) was dissolved in THF/DMF was added diethyl amine (71.46 mg, 0.89 mmol). EDC.HCl (139.19 mg, 0.89 mmol) was added to the reaction then (E)-4-(dimethylamino)but-2-enoic acid 131 (103.8 mg, 0.6292 mmol) was added to the reaction and stirred at RT for overnight. After completion the reaction was diluted with water and the aqueous was extracted with 10% methanol in chloroform for two times. The organic layer was dr... The reactants are C1CCCC=2C3=CC(=CC=C3NC12)C(=O)O (1,2,3,4-tetrahyrocarbazole-6-carboxylic acid), C(=O)(N1C=NC=C1)N1C=NC=C1 (1,1′-carbonyldiimidazole), ClC1=C(C=CC=C1Cl)N1CCN(CC1)CCCCN (4-[4-(2,3-dichlorophenyl)piperazin-1-yl]-1-aminobutane). Solvent: O1CCCC1 (tetrahydrofuran). Reaction conditions: time 8 hour. Yields the product title compound, C1CCCC=2C3=CC(=CC=C3NC12)C(=O)N (1,2,3,4-tetrahydrocarbazole-6carboxamide). The yield is 163.4%. RXN SMILES: [CH2:1]1[C:13]2[NH:12][C:11]3[C:6](=[CH:7][C:8]([C:14]([OH:16])=O)=[CH:9][CH:10]=3)[C:5]=2[CH2:4][CH2:3][CH2:2]1.C(N1C=CN=C1)([N:19]1C=CN=C1)=O.ClC1C(Cl)=CC=CC=1N1CCN(CCCCN)CC1>O1CCCC1>[CH2:1]1[C:13]2[NH:12][C:11]3[C:6](=[CH:7][C:8]([C:14]([NH2:19])=[O:16])=[CH:9][CH:10]=3)[C:5]=2[CH2:4][CH2:3][CH2:2]1. Reported procedure: A mixture of 1,2,3,4-tetrahyrocarbazole-6-carboxylic acid (100 mg, 0.46 mmol) and 1,1′-carbonyldiimidazole (78 mg, 0.48 mmol) in 5 mL of anhydrous tetrahydrofliran was stirred for 8 hours. A solution of 4-[4-(2,3-dichlorophenyl)piperazin-1-yl]-1-aminobutane (140 mg, 0.46 mmol) in 1 mL of tetrahydrofuran was added and the resulting mixture was stirred for 30 minutes. The reaction mixture was partitioned between ethyl acetate and water. The organic layer was washed with aqueous Na2CO3 solution, dr... The reactants are Cc1cccc(Br)n1, C1CCOC1, CC(C)[N-]C(C)C, Cn1cc(C=O)cn1, [Li]CCCC, CC(C)NC(C)C, [Cl-], [Li+], [NH4+]. Product: Cn1cc(C(O)Cc2cccc(Br)n2)cn1. Reaction SMILES: [Br:21][c:22]1[n:23][c:24]([CH3:28])[cH:25][cH:26][cH:27]1.[CH2:39]1[O:40][CH2:41][CH2:42][CH2:43]1.[CH3:14][CH:15]([N-:16][CH:17]([CH3:18])[CH3:19])[CH3:20].[CH3:29][n:30]1[n:31][cH:32][c:33]([CH:35]=[O:36])[cH:34]1.[CH3:8][CH2:9][CH2:10][CH2:11][Li:12].[CH:1]([NH:2][CH:3]([CH3:4])[CH3:5])([CH3:6])[CH3:7].[Cl-:37].[Li+:13].[NH4+:38]>>[Br:21][c:22]1[n:23][c:24]([CH2:28][CH:35]([c:33]2[cH:32][n:31][n:30]([CH3:29])[cH:34]2)[OH:36])[cH:25][cH:26][cH:27]1. The product is C(CCCCCCC\C=C/CCCCCCCC)(=O)[O-].[Na+] (sodium oleate), CC(C)CCC[C@@H](C)[C@H]1CC[C@H]2[C@@H]3CC=C4C[C@@H](O)CC[C@]4(C)[C@H]3CC[C@]12C (cholesterol), C(CCCCCCC\C=C/CCCCCCCC)(=O)[O-].[Na+].CC(C)CCC[C@@H](C)[C@H]1CC[C@H]2[C@@H]3CC=C4C[C@@H](O)CC[C@]4(C)[C@H]3CC[C@]12C.O (sodium oleate cholesterol water). As a reaction SMILES: [C:1]([O-:20])(=[O:19])[CH2:2][CH2:3][CH2:4][CH2:5][CH2:6][CH2:7][CH2:8]/[CH:9]=[CH:10]\[CH2:11][CH2:12][CH2:13][CH2:14][CH2:15][CH2:16][CH2:17][CH3:18].[Na+:21].[CH3:22][CH:23]([CH2:25][CH2:26][CH2:27][C@H:28]([C@@H:30]1[C@:48]2([CH3:49])[C@H:33]([C@H:34]3[C@H:45]([CH2:46][CH2:47]2)[C@:43]2([CH3:44])[C:37]([CH2:38][C@H:39]([CH2:41][CH2:42]2)[OH:40])=[CH:36][CH2:35]3)[CH2:32][CH2:31]1)[CH3:29])[CH3:24].[OH2:50]>>[C:1]([O-:20])(=[O:19])[CH2:2][CH2:3][CH2:4][CH2:5][CH2:6][CH2:7][CH2:8]/[CH:9]=[CH:10]\[CH2:11][CH2:12][CH2:13][CH2:14][CH2:15][CH2:16][CH2:17][CH3:18].[Na+:21].[CH3:24][CH:23]([CH2:25][CH2:26][CH2:27][C@H:28]([C@@H:30]1[C@:48]2([CH3:49])[C@H:33]([C@H:34]3[C@H:45]([CH2:46][CH2:47]2)[C@:43]2([CH3:44])[C:37]([CH2:38][C@H:39]([CH2:41][CH2:42]2)[OH:40])=[CH:36][CH2:35]3)[CH2:32][CH2:31]1)[CH3:29])[CH3:22].[C:1]([O-:20])(=[O:19])[CH2:2][CH2:3][CH2:4][CH2:5][CH2:6][CH2:7][CH2:8]/[CH:9]=[CH:10]\[CH2:11][CH2:12][CH2:13][CH2:14][CH2:15][CH2:16][CH2:17][CH3:18].[Na+:21].[CH3:24][CH:23]([CH2:25][CH2:26][CH2:27][C@H:28]([C@@H:30]1[C@:48]2([CH3:49])[C@H:33]([C@H:34]3[C@H:45]([CH2:46][CH2:47]2)[C@:43]2([CH3:44])[C:37]([CH2:38][C@H:39]([CH2:41][CH2:42]2)[OH:40])=[CH:36][CH2:35]3)[CH2:32][CH2:31]1)[CH3:29])[CH3:22].[OH2:50] |f:0.1,4.5,7.8.9.10|. Starting materials: C(CCCCCCC\C=C/CCCCCCCC)(=O)[O-].[Na+] (sodium oleate), CC(C)CCC[C@@H](C)[C@H]1CC[C@H]2[C@@H]3CC=C4C[C@@H](O)CC[C@]4(C)[C@H]3CC[C@]12C (cholesterol), O (water), O (water). Procedure details: The following compositions of sodium oleate, cholesterol and water were prepared by adding the indicated quantity of sodium oleate in water to the cholesterol crystals and equilibrating for 48 hours. The resulting compositions were examined for the development of liquid crystals. Liquid crystal micelle systems of sodium oleate-cholesterol-water were formed from the compositions falling within the area indicated by A, B, C, D, E on the phase diagram of the drawing. These compositions are Nos. 7-1... Reactants: CC1(C)Oc2ccc(C#N)cc2C(N)C1O, CCCC(=NC#N)OCC, CCOC(C)=O. Product: CCCC(=NC#N)NC1c2cc(C#N)ccc2OC(C)(C)C1O. RXN SMILES: [C:11](#[N:12])[c:13]1[cH:14][c:15]2[c:16]([cH:25][cH:26]1)[O:17][C:18]([CH3:23])([CH3:24])[CH:19]([OH:22])[CH:20]2[NH2:21].[C:1](#[N:2])[N:3]=[C:4]([CH2:5][CH2:6][CH3:7])[O:8][CH2:9][CH3:10].[CH3:27][CH2:28][O:29][C:30](=[O:31])[CH3:32]>>[C:1](#[N:2])[N:3]=[C:4]([CH2:5][CH2:6][CH3:7])[NH:21][CH:20]1[c:15]2[cH:14][c:13]([C:11]#[N:12])[cH:26][cH:25][c:16]2[O:17][C:18]([CH3:23])([CH3:24])[CH:19]1[OH:22]. Procedure: Treatment of ((2R)-8-(2,4-dichlorophenyl)-7-fluoro-2H-chromen-2-yl)methyl 4-methylbenzenesulfonate (0.35 g, 0.73 mmol) with platinum (IV) oxide (84% Pt, 0.14 g) in ethanol (20 mL) and ethyl acetate (5 mL) according to the procedure described for Example 69, Step 8 provided 0.35 g (100%) of ((2R)-8-(2.4-dichlorophenyl)-7-fluorochroman-2-yl)methyl 4-methylbenzenesulfonate as a light brown oil. The solvent is C(C)O (ethanol), C(C)(=O)OCC (ethyl acetate). Product: CC1=CC=C(C=C1)S(=O)(=O)OC[C@@H]1OC2=C(C(=CC=C2CC1)F)C1=C(C=C(C=C1)Cl)Cl (((2R)-8-(2.4-dichlorophenyl)-7-fluorochroman-2-yl)methyl 4-methylbenzenesulfonate). Yield: 99.6%. Reactants: CC1=CC=C(C=C1)S(=O)(=O)OC[C@@H]1OC2=C(C(=CC=C2C=C1)F)C1=C(C=C(C=C1)Cl)Cl (((2R)-8-(2,4-dichlorophenyl)-7-fluoro-2H-chromen-2-yl)methyl 4-methylbenzenesulfonate). Reagents/catalysts: [Pt](=O)=O (platinum (IV) oxide). RXN SMILES: [CH3:1][C:2]1[CH:7]=[CH:6][C:5]([S:8]([O:11][CH2:12][C@H:13]2[CH:22]=[CH:21][C:20]3[C:15](=[C:16]([C:24]4[CH:29]=[CH:28][C:27]([Cl:30])=[CH:26][C:25]=4[Cl:31])[C:17]([F:23])=[CH:18][CH:19]=3)[O:14]2)(=[O:10])=[O:9])=[CH:4][CH:3]=1>C(O)C.C(OCC)(=O)C.[Pt](=O)=O>[CH3:1][C:2]1[CH:3]=[CH:4][C:5]([S:8]([O:11][CH2:12][C@H:13]2[CH2:22][CH2:21][C:20]3[C:15](=[C:16]([C:24]4[CH:29]=[CH:28][C:27]([Cl:30])=[CH:26][C:25]=4[Cl:31])[C:17]([F:23])=[CH:18][CH:19]=3)[O:14]2)(=[O:10])=[O:9])=[CH:6][CH:7]=1. The reactants are [BH4-], CO, ClCCl, CC(C)(C)OC(=O)N1CCC(CN)C1, [Na+], O=Cc1cc2c(cn1)OCCO2, O. The product is CC(C)(C)OC(=O)N1CCC(CNCc2cc3c(cn2)OCCO3)C1. As a reaction SMILES: [BH4-:27].[CH3:30][OH:31].[Cl:32][CH2:33][Cl:34].[NH2:1][CH2:2][CH:3]1[CH2:4][N:5]([C:8](=[O:9])[O:10][C:11]([CH3:12])([CH3:13])[CH3:14])[CH2:6][CH2:7]1.[Na+:28].[O:15]1[CH2:16][CH2:17][O:18][c:19]2[cH:20][n:21][c:22]([CH:25]=[O:26])[cH:23][c:24]21.[OH2:29]>>[NH:1]([CH2:2][CH:3]1[CH2:4][N:5]([C:8](=[O:9])[O:10][C:11]([CH3:12])([CH3:13])[CH3:14])[CH2:6][CH2:7]1)[CH2:25][c:22]1[n:21][cH:20][c:19]2[c:24]([cH:23]1)[O:15][CH2:16][CH2:17][O:18]2. Reactants: FC(C1=C(C=CC(=C1)OCC=1SC2=C(C1)CCC(=C2)CO)C2=CC=CC=C2)(F)F ([2-({[2-(trifluoromethyl)biphenyl-4-yl]oxy}methyl)-4,5-dihydro-1-benzothien-6-yl]methanol), C1=CC=[NH+]C=C1.C1=CC=[NH+]C=C1.[O-][Cr](=O)(=O)O[Cr](=O)(=O)[O-] (PDC). Solvent: C(Cl)Cl (DCM). Run at time 3 hour. The product is FC(C1=C(C=CC(=C1)OCC=1SC2=C(C1)CCC(=C2)C=O)C2=CC=CC=C2)(F)F (2-({[2-(trifluoromethyl)biphenyl-4-yl]oxy}methyl)-4,5-dihydro-1-benzothiophene-6-carbaldehyde). The yield is 34.7%. As a reaction SMILES: [F:1][C:2]([F:29])([F:28])[C:3]1[CH:8]=[C:7]([O:9][CH2:10][C:11]2[S:12][C:13]3[CH:19]=[C:18]([CH2:20][OH:21])[CH2:17][CH2:16][C:14]=3[CH:15]=2)[CH:6]=[CH:5][C:4]=1[C:22]1[CH:27]=[CH:26][CH:25]=[CH:24][CH:23]=1.C1C=C[NH+]=CC=1.C1C=C[NH+]=CC=1.[O-][Cr](O[Cr]([O-])(=O)=O)(=O)=O>C(Cl)Cl>[F:28][C:2]([F:1])([F:29])[C:3]1[CH:8]=[C:7]([O:9][CH2:10][C:11]2[S:12][C:13]3[CH:19]=[C:18]([CH:20]=[O:21])[CH2:17][CH2:16][C:14]=3[CH:15]=2)[CH:6]=[CH:5][C:4]=1[C:22]1[CH:27]=[CH:26][CH:25]=[CH:24][CH:23]=1 |f:1.2.3|. Procedure details: To a solution of [2-({[2-(trifluoromethyl)biphenyl-4-yl]oxy}methyl)-4,5-dihydro-1-benzothien-6-yl]methanol (1.0 g) in DCM (20 mL) were added PDC (1.36 g) and MS4 Angstrom (1.36 g) at 25° C. The reaction liquid was stirred for 3 hours, and then filtered through celite. The filtrate was concentrated under reduced pressure and the residue was purified by silica gel column chromatography (automatic purification device, hexane:EtOAc=100:0 to 80:20) to obtain 2-({[2-(trifluoromethyl)biphenyl-4-yl]oxy}...